This data is from the Open Reaction Database (ORD), a public repository of structured organic reaction records. The task is: describe an organic reaction: reactants, conditions, products, and yield Starting materials: CN(C)CCCN1CN(CN(C1)CCCN(C)C)CCCN(C)C (Desmorapid), C(CCC)N=C=O (n-butyl isocyanate), [N-]=C=O (isocyanate). Solvent: C(C)(C)O (isopropanol). Run at temperature 60 celsius. Yields the product C(CCC)NC(OC(C)C)=O (Isopropyl butylcarbamate). RXN SMILES: CN([CH2:4][CH2:5][CH2:6]N1CN(CCCN(C)C)CN(CCCN(C)C)C1)C.[CH2:25]([N:29]=[C:30]=[O:31])[CH2:26][CH2:27][CH3:28].[N-]=C=[O:34]>C(O)(C)C>[CH2:25]([NH:29][C:30](=[O:34])[O:31][CH:5]([CH3:6])[CH3:4])[CH2:26][CH2:27][CH3:28]. Procedure: In a 250 ml round-bottomed flask, 0.02 g of Desmorapid Z, 31.1 g of n-butyl isocyanate were initially introduced and heated to 60° C. Thereafter, 18.9 g of isopropanol were added dropwise and the mixture was further kept at 60° C. until the isocyanate content had fallen below 0.1%. Thereafter, cooling was effected and the product was obtained as a clear liquid.